The task is: describe an organic reaction: reactants, conditions, products, and yield. This data is from the Open Reaction Database (ORD), a public repository of structured organic reaction records. Starting materials: ClS(=O)(=O)C1=CC=C(C(=O)OC)C=C1 (methyl 4-(chlorosulfonyl)benzoate), CN1C=CC2=CC(=CC=C12)CN ((1-methyl-1H-indol-5-yl)methanamine). Yields the product CN1C=CC2=CC(=CC=C12)CNS(=O)(=O)C1=CC=C(C(=O)OC)C=C1 (Methyl 4-(N-((1-methyl-1H-indol-5-yl)methyl)sulfamoyl)benzoate). Reaction SMILES: Cl[S:2]([C:5]1[CH:14]=[CH:13][C:8]([C:9]([O:11][CH3:12])=[O:10])=[CH:7][CH:6]=1)(=[O:4])=[O:3].[CH3:15][N:16]1[C:24]2[C:19](=[CH:20][C:21]([CH2:25][NH2:26])=[CH:22][CH:23]=2)[CH:18]=[CH:17]1>>[CH3:15][N:16]1[C:24]2[C:19](=[CH:20][C:21]([CH2:25][NH:26][S:2]([C:5]3[CH:14]=[CH:13][C:8]([C:9]([O:11][CH3:12])=[O:10])=[CH:7][CH:6]=3)(=[O:4])=[O:3])=[CH:22][CH:23]=2)[CH:18]=[CH:17]1. Reported procedure: The titled compound was prepared according to the procedure described in step-1 of Example 1 from methyl 4-(chlorosulfonyl)benzoate and (1-methyl-1H-indol-5-yl)methanamine. The reactants are CN1CCC(=CC1)C1=CNC2=NC=CC=C12 (3-(1-methyl-1,2,3,6-tetrahydro-4-pyridinyl)-1H-7-azaindole), FC1=CC=C(C(=O)Cl)C=C1 (4-fluorobenzoyl chloride). The product is FC1=CC=C(C(=O)N2C=C(C3=CC=CN=C23)C=2CCN(CC2)C)C=C1 (1-(4-Fluorobenzoyl)-3-(1-methyl-1,2,3,6-tetrahydro-4-pyridinyl)-7-azaindole). Reaction SMILES: [CH3:1][N:2]1[CH2:7][CH:6]=[C:5]([C:8]2[C:16]3[C:11](=[N:12][CH:13]=[CH:14][CH:15]=3)[NH:10][CH:9]=2)[CH2:4][CH2:3]1.[F:17][C:18]1[CH:26]=[CH:25][C:21]([C:22](Cl)=[O:23])=[CH:20][CH:19]=1>>[F:17][C:18]1[CH:26]=[CH:25][C:21]([C:22]([N:10]2[C:11]3[C:16](=[CH:15][CH:14]=[CH:13][N:12]=3)[C:8]([C:5]3[CH2:4][CH2:3][N:2]([CH3:1])[CH2:7][CH:6]=3)=[CH:9]2)=[O:23])=[CH:20][CH:19]=1. Procedure details: (10.1 mg, 26%); from 3-(1-methyl-1,2,3,6-tetrahydro-4-pyridinyl)-1H-7-azaindole (24.8 mg, 0.12 mmol) and 4-fluorobenzoyl chloride (28 μL, 0.24 mmol); HRMS-FAB+ for C20H18N3OF: calculated MH+:336.15121; found:336.15100. Reactants: COc1ccc(C(=O)Nc2cnccc2NC(=O)c2ccc(C(C)(C)C)cc2OC2CCNCC2)cc1, COc1ccccc1C=O. The product is COc1ccc(C(=O)Nc2cnccc2NC(=O)c2ccc(C(C)(C)C)cc2OC2CCN(Cc3ccccc3OC)CC2)cc1. RXN SMILES: [C:1]([CH3:2])([CH3:3])([CH3:4])[c:5]1[cH:6][c:7]([O:31][CH:32]2[CH2:33][CH2:34][NH:35][CH2:36][CH2:37]2)[c:8]([C:9](=[O:10])[NH:11][c:12]2[c:13]([NH:18][C:19]([c:20]3[cH:21][cH:22][c:23]([O:26][CH3:27])[cH:24][cH:25]3)=[O:28])[cH:14][n:15][cH:16][cH:17]2)[cH:29][cH:30]1.[CH3:38][O:39][c:40]1[c:41]([CH:42]=[O:43])[cH:44][cH:45][cH:46][cH:47]1>>[C:1]([CH3:2])([CH3:3])([CH3:4])[c:5]1[cH:6][c:7]([O:31][CH:32]2[CH2:33][CH2:34][N:35]([CH2:42][c:41]3[c:40]([O:39][CH3:38])[cH:47][cH:46][cH:45][cH:44]3)[CH2:36][CH2:37]2)[c:8]([C:9](=[O:10])[NH:11][c:12]2[c:13]([NH:18][C:19]([c:20]3[cH:21][cH:22][c:23]([O:26][CH3:27])[cH:24][cH:25]3)=[O:28])[cH:14][n:15][cH:16][cH:17]2)[cH:29][cH:30]1.